From a dataset of the Open Reaction Database (ORD), a public repository of structured organic reaction records. describe an organic reaction: reactants, conditions, products, and yield Product: CC(C(=O)Nc1nncs1)C(c1cccc(F)c1)c1ccc(-c2ccc(C(=O)N(C)C)c(Cl)c2)s1. RXN SMILES: [Br:1][c:2]1[cH:3][cH:4][c:5]([CH:7]([CH:8]([C:9](=[O:10])[NH:11][c:12]2[s:13][cH:14][n:15][n:16]2)[CH3:17])[c:18]2[cH:19][c:20]([F:24])[cH:21][cH:22][cH:23]2)[s:6]1.[Cl:25][c:26]1[cH:27][c:28]([B:37]([OH:38])[OH:39])[cH:29][cH:30][c:31]1[C:32]([N:33]([CH3:34])[CH3:35])=[O:36]>>[c:2]1(-[c:28]2[cH:27][c:26]([Cl:25])[c:31]([C:32]([N:33]([CH3:34])[CH3:35])=[O:36])[cH:30][cH:29]2)[cH:3][cH:4][c:5]([CH:7]([CH:8]([C:9](=[O:10])[NH:11][c:12]2[s:13][cH:14][n:15][n:16]2)[CH3:17])[c:18]2[cH:19][c:20]([F:24])[cH:21][cH:22][cH:23]2)[s:6]1. Reactants: CC(C(=O)Nc1nncs1)C(c1cccc(F)c1)c1ccc(Br)s1, CN(C)C(=O)c1ccc(B(O)O)cc1Cl. Starting materials: ClC1=CC=C(C=C1)C1CC(C(C2=CC(=CC=C12)O)=O)(C)C (4(4-chlorophenyl)-7-hydroxy-2,2-dimethyl-1-tetralone), C(Cl)C1CO1 (epichlorohydrin), C([O-])([O-])=O.[K+].[K+] (potassium carbonate). Solvent: CC(=O)C (acetone). Yields the product ClC1=CC=C(C=C1)C1CC(C(C2=CC(=CC=C12)OCC1CO1)=O)(C)C (4-(4-chlorphenyl)-7-(2,3-epoxypropoxy)-2,2-dimethyl-1-tetralone). Isolated yield 93.0%. As a reaction SMILES: [Cl:1][C:2]1[CH:7]=[CH:6][C:5]([CH:8]2[C:17]3[C:12](=[CH:13][C:14]([OH:18])=[CH:15][CH:16]=3)[C:11](=[O:19])[C:10]([CH3:21])([CH3:20])[CH2:9]2)=[CH:4][CH:3]=1.[CH2:22]([CH:24]1[O:26][CH2:25]1)Cl.C(=O)([O-])[O-].[K+].[K+]>CC(C)=O>[Cl:1][C:2]1[CH:7]=[CH:6][C:5]([CH:8]2[C:17]3[C:12](=[CH:13][C:14]([O:18][CH2:22][CH:24]4[O:26][CH2:25]4)=[CH:15][CH:16]=3)[C:11](=[O:19])[C:10]([CH3:21])([CH3:20])[CH2:9]2)=[CH:4][CH:3]=1 |f:2.3.4|. Procedure details: A mixture of 4(4-chlorophenyl)-7-hydroxy-2,2-dimethyl-1-tetralone (17.6 g), epichlorohydrin (30 ml) and potassium carbonate (6.0 g) was heated under reflux in acetone (30 ml) for 24 hr. The hot mixture was filtered and evaporation of the filtrate in vacuo gave 4-(4-chlorphenyl)-7-(2,3-epoxypropoxy)-2,2-dimethyl-1-tetralone as a light yellow gum (8.4 g, 93%). Starting materials: C(C)(C)(C)C1=CC(=C(C=C1)C=1N(C(C(N1)(C)C1=CC=C(C=C1)F)(C)C1=CC=C(C=C1)F)C(=O)Cl)OCC (rac-(4S*,5R*)-2-(4-tert-butyl-2-ethoxy-phenyl)-4,5-bis-(4-fluoro-phenyl)-4,5-dimethyl-4,5-dihydro-imidazole-1-carbonyl chloride), Cl.Cl.CS(=O)(=O)CCCN1CCNCC1 (1-(3-methanesulfonyl-propyl)-piperazine dihydrochloride). The product is C(C)(C)(C)C1=CC(=C(C=C1)C=1N([C@]([C@](N1)(C)C1=CC=C(C=C1)F)(C)C1=CC=C(C=C1)F)C(=O)N1CCN(CC1)CCCS(=O)(=O)C)OCC ([(4S,5R)-2-(4-tert-Butyl-2-ethoxy-phenyl)-4,5-bis-(4-fluoro-phenyl)-4,5-dimethyl-4,5-dihydro-imidazol-1-yl]-[4-(3-methanesulfonyl-propyl)-piperazin-1-yl]-methanone). As a reaction SMILES: [C:1]([C:5]1[CH:10]=[CH:9][C:8]([C:11]2[N:12]([C:32](Cl)=[O:33])[C:13]([C:25]3[CH:30]=[CH:29][C:28]([F:31])=[CH:27][CH:26]=3)([CH3:24])[C:14]([C:17]3[CH:22]=[CH:21][C:20]([F:23])=[CH:19][CH:18]=3)([CH3:16])[N:15]=2)=[C:7]([O:35][CH2:36][CH3:37])[CH:6]=1)([CH3:4])([CH3:3])[CH3:2].Cl.Cl.[CH3:40][S:41]([CH2:44][CH2:45][CH2:46][N:47]1[CH2:52][CH2:51][NH:50][CH2:49][CH2:48]1)(=[O:43])=[O:42]>>[C:1]([C:5]1[CH:10]=[CH:9][C:8]([C:11]2[N:12]([C:32]([N:50]3[CH2:49][CH2:48][N:47]([CH2:46][CH2:45][CH2:44][S:41]([CH3:40])(=[O:42])=[O:43])[CH2:52][CH2:51]3)=[O:33])[C@@:13]([C:25]3[CH:30]=[CH:29][C:28]([F:31])=[CH:27][CH:26]=3)([CH3:24])[C@@:14]([C:17]3[CH:22]=[CH:21][C:20]([F:23])=[CH:19][CH:18]=3)([CH3:16])[N:15]=2)=[C:7]([O:35][CH2:36][CH3:37])[CH:6]=1)([CH3:4])([CH3:3])[CH3:2] |f:1.2.3|. Procedure details: In a manner analogous to the method described in example 5, rac-(4S*,5R*)-2-(4-tert-butyl-2-ethoxy-phenyl)-4,5-bis-(4-fluoro-phenyl)-4,5-dimethyl-4,5-dihydro-imidazole-1-carbonyl chloride was reacted with 1-(3-methanesulfonyl-propyl)-piperazine dihydrochloride (prepared as described in Fotouhi, N. et al. WO 2005110996) to give the title compound as a racemic mixture. The enantiomers were separated by supercritical fluid chromatography (Berger Instrument Multi-Gram II, Daicel ChiralPak OD-H 3×25 ... Reagents/catalysts: [Cu]I (copper(I) iodide). Isolated yield 63.7%. The reactants are C1(=C(C=CC=C1)[Mg]Br)C (o-tolylmagnesium bromide), BrC1=CC=C(C=C1)/C=C/C(=O)C1=CN=NC=C1 ((E)-3-(4-bromophenyl)-1-(pyridazin-4-yl)prop-2-en-1-one). The product is BrC1=CC=C(C=C1)C(CC(=O)C1=CN=NC=C1)C1=C(C=CC=C1)C (3-(4-Bromophenyl)-1-(pyridazin-4-yl)-3-o-tolylpropan-1-one). Procedure: To a suspension of copper(I) iodide (63.4 mg, 333 μmol) in tetrahydrofuran (10 ml) was added at 0° C. o-tolylmagnesium bromide solution (2 M in diethyl ether, 3.66 ml, 7.33 mmol) to give a light brown suspension. The reaction mixture was stirred at this temperature for 1½ h, then a solution of (E)-3-(4-bromophenyl)-1-(pyridazin-4-yl)prop-2-en-1-one (963 mg, 3.33 mmol) in THF (5.0 ml) was added, then after 1¾ h the reaction mixture was partitioned between sat. aq. ammonium chloride solution and e... Run in O1CCCC1 (tetrahydrofuran), C1CCOC1 (THF). RXN SMILES: [C:1]1([CH3:9])[CH:6]=[CH:5][CH:4]=[CH:3][C:2]=1[Mg]Br.[Br:10][C:11]1[CH:16]=[CH:15][C:14](/[CH:17]=[CH:18]/[C:19]([C:21]2[CH:26]=[CH:25][N:24]=[N:23][CH:22]=2)=[O:20])=[CH:13][CH:12]=1>O1CCCC1.[Cu]I>[Br:10][C:11]1[CH:16]=[CH:15][C:14]([CH:17]([C:2]2[CH:3]=[CH:4][CH:5]=[CH:6][C:1]=2[CH3:9])[CH2:18][C:19]([C:21]2[CH:26]=[CH:25][N:24]=[N:23][CH:22]=2)=[O:20])=[CH:13][CH:12]=1. The reactants are S1C(SCC1)C=1C=C(C=C(O)C1)O (5-(1,3-dithiolan-2-yl)resorcinol), C1(C=CC(CC1)C(=C)C)(C)O (p-mentha-2,8-dien-1-ol). Yields the product S1C(SCC1)C=1C=C(C2=C(OC(C3C2CC(=CC3)C)(C)C)C1)O (3-(1,3-dithiolan-2-yl)-6a,7,10,10a-tetrahydro-6,6,9-trimethyl-6H-dibenzo[b,d]pyran-1-ol). Reaction SMILES: [S:1]1[CH2:5][CH2:4][S:3][CH:2]1[C:6]1[CH:7]=[C:8]([OH:13])[CH:9]=[C:10]([CH:12]=1)[OH:11].[C:14]1(O)([CH3:23])[CH2:19][CH2:18][CH:17]([C:20]([CH3:22])=[CH2:21])[CH:16]=[CH:15]1>>[S:1]1[CH2:5][CH2:4][S:3][CH:2]1[C:6]1[CH:7]=[C:8]([OH:13])[C:9]2[CH:18]3[CH2:19][C:14]([CH3:23])=[CH:15][CH2:16][CH:17]3[C:20]([CH3:22])([CH3:21])[O:11][C:10]=2[CH:12]=1. Reported procedure: The compounds of formula I in which R is hydrogen can be prepared by reacting a 3,5 -dialkanoyloxybenzaldehyde (III) with 1,2-ethanedithiol to produce a 1,3-dialkanoyloxy-5-(1,3-dithiolan-2-yl)benzene (IV), hydrolyzing the 1,3-dialkanoyloxy ester to produce 5-(1,3-dithiolan-2-yl)resorcinol (V), reacting compound V with p-mentha-2,8-dien-1-ol to produce 3-(1,3-dithiolan-2-yl)-6a,7,10,10a-tetrahydro-6,6,9-trimethyl-6H-dibenzo[b,d]pyran-1-ol (VI) which is then subjected to oxidative cleavage condit... Starting materials: resultant solution, FC1=C(C=C(C=C1)O)N1C(C2=C(C1=O)CCCC2)=O (N-(2-fluoro-5-hydroxyphenyl)-3,4,5,6-tetrahydrophthalimide), C(C)(C)I (isopropyl iodide), C([O-])([O-])=O.[K+].[K+] (potassium carbonate). The solvent is C(C)#N (acetonitrile). Product: FC1=C(C=C(C=C1)OC(C)C)N1C(C2=C(C1=O)CCCC2)=O (N-(2-Fluoro-5-isopropoxyphenyl)-3,4,5,6-tetrahydrophthalimide). Isolated yield 77.5%. Reaction SMILES: [F:1][C:2]1[CH:7]=[CH:6][C:5]([OH:8])=[CH:4][C:3]=1[N:9]1[C:13](=[O:14])[C:12]2[CH2:15][CH2:16][CH2:17][CH2:18][C:11]=2[C:10]1=[O:19].[CH:20](I)([CH3:22])[CH3:21].C(=O)([O-])[O-].[K+].[K+]>C(#N)C>[F:1][C:2]1[CH:7]=[CH:6][C:5]([O:8][CH:20]([CH3:22])[CH3:21])=[CH:4][C:3]=1[N:9]1[C:13](=[O:14])[C:12]2[CH2:15][CH2:16][CH2:17][CH2:18][C:11]=2[C:10]1=[O:19] |f:2.3.4|. Procedure: N-(2-Fluoro-5-hydroxyphenyl)-3,4,5,6-tetrahydrophthalimide (VI) (10 g), isopropyl iodide (7 g) and anhydrous potassium carbonate (5.2 g) were dissolved in acetonitrile (100 ml), and the resultant solution was heated under reflux for 2.5 hours. After cooling, the reaction mixture was extracted with ethyl acetate. The extract was concentrated, and the precipitated crystals were collected by filtration to give 9 g of N-(2-fluoro-5-isopropoxyphenyl)-3,4,5,6-tetrahydrophthalimide (II: R=isopropyl). M... Starting materials: NC1=C(C(=NN1C(=O)OC(C)(C)C)C1=CC=C(OCC2=CC=C(C=C2)C2=C(N=C(S2)N2CC3=C(C=CC=C3CC2)C(N(COCC[Si](C)(C)C)C=2SC3=C(N2)C=CC=C3)=O)C(=O)OCC)C=C1)C#N (ethyl 5-(4-((4-(5-amino-1-(tert-butoxycarbonyl)-4-cyano-1H-pyrazol-3-yl)phenoxy)methyl)phenyl)-2-(8-(benzo[d]thiazol-2-yl((2-(trimethylsilyl)ethoxy)methyl)carbamoyl)-3,4-dihydroisoquinolin-2(1H)-yl)thiazole-4-carboxylate), ClC1=CC=C(C=N1)O (6-chloropyridin-3-ol), NC1=C(C(=NN1C(=O)OC(C)(C)C)C1=CC=C(C=C1)O)C#N (tert-butyl 5-amino-4-cyano-3-(4-hydroxyphenyl)-1H-pyrazole-1-carboxylate), CN(CCO)C (2-(dimethylamino)ethanol). The product is S1C(=NC2=C1C=CC=C2)NC(=O)C=2C=CC=C1CCN(CC21)C=2SC(=C(N2)C(=O)O)CCCOC2=CC=C(C=C2)C2=NC=C(C=C2)OCCN(C)C (2-[8-(Benzothiazol-2-ylcarbamoyl)-3,4-dihydro-1H-isoquinolin-2-yl]-5-(3-{4-[5-(2-dimethylamino-ethoxy)-pyridin-2-yl]-phenoxy}-propyl)-thiazole-4-carboxylic acid). Reaction SMILES: NC1N(C(OC(C)(C)C)=O)N=C(C2C=CC(OCC3[CH:25]=[CH:24][C:23]([C:26]4[S:30][C:29]([N:31]5[CH2:40][CH2:39][C:38]6[C:33](=[C:34]([C:41](=[O:60])[N:42]([C:51]7[S:52][C:53]8[CH:59]=[CH:58][CH:57]=[CH:56][C:54]=8[N:55]=7)COCC[Si](C)(C)C)[CH:35]=[CH:36][CH:37]=6)[CH2:32]5)=[N:28][C:27]=4[C:61]([O:63]CC)=[O:62])=CC=3)=CC=2)C=1C#N.NC1N(C(OC(C)(C)C)=O)[N:74]=[C:73]([C:83]2[CH:88]=[CH:87][C:86]([OH:89])=[CH:85][CH:84]=2)[C:72]=1[C:90]#N.[CH3:92][N:93]([CH3:97])[CH2:94][CH2:95][OH:96].Cl[C:99]1N=CC(O)=C[CH:100]=1>>[S:52]1[C:53]2[CH:59]=[CH:58][CH:57]=[CH:56][C:54]=2[N:55]=[C:51]1[NH:42][C:41]([C:34]1[CH:35]=[CH:36][CH:37]=[C:38]2[C:33]=1[CH2:32][N:31]([C:29]1[S:30][C:26]([CH2:23][CH2:24][CH2:25][O:89][C:86]3[CH:85]=[CH:84][C:83]([C:73]4[CH:72]=[CH:90][C:100]([O:96][CH2:95][CH2:94][N:93]([CH3:97])[CH3:92])=[CH:99][N:74]=4)=[CH:88][CH:87]=3)=[C:27]([C:61]([OH:63])=[O:62])[N:28]=1)[CH2:40][CH2:39]2)=[O:60]. Reported procedure: Compound 90 was prepared in a similar manner to the synthesis of compound 35A by substituting compound 34C and compound 31F with 2-(dimethylamino)ethanol and 6-chloropyridin-3-ol, respectively. Reactants: S(=O)(=O)(Cl)Cl (sulphuryl chloride), C(C)OC(CC(C1=CC=CC=C1)=O)=O (benzoyl acetic acid ethyl ester), C(C)(=O)[O-].[Na+] (sodium acetate), C(Cl)(Cl)(Cl)Cl (carbon tetrachloride). Solvent: C(C)(=O)O (acetic acid), C(C)(=O)O (acetic acid), C(C)(=O)OCC (ethyl acetate), O (water). Reaction conditions: time 1 hour. Product: C(C)OC(C(Cl)C(C1=CC=CC=C1)=O)=O (α-chlorobenzoylacetic acid ethyl ester). Reaction SMILES: [CH2:1]([O:3][C:4](=[O:14])[CH2:5][C:6](=[O:13])[C:7]1[CH:12]=[CH:11][CH:10]=[CH:9][CH:8]=1)[CH3:2].C([O-])(=O)C.[Na+].C(Cl)(Cl)(Cl)[Cl:21].S(Cl)(Cl)(=O)=O>C(O)(=O)C.C(OCC)(=O)C.O>[CH2:1]([O:3][C:4](=[O:14])[CH:5]([C:6](=[O:13])[C:7]1[CH:8]=[CH:9][CH:10]=[CH:11][CH:12]=1)[Cl:21])[CH3:2] |f:1.2|. Procedure details: 119.5 g of benzoyl acetic acid ethyl ester and 53.4 g of sodium acetate sicc. were dissolved in 1 l of glacial acetic acid and 100 ml of carbon tetrachloride at 40° C. A solution of 52 ml of sulphuryl chloride (density 1.67) in 50 ml of glacial acetic acid was added dropwise with vigorous stirring at 35°-40° C over a period of one hour. The reaction mixture was then stirred for one hour at 40° C and poured on about 10 l of water. The precipitated oily product was taken up with ethyl acetate and ...